This data is from the Open Reaction Database (ORD), a public repository of structured organic reaction records. The task is: describe an organic reaction: reactants, conditions, products, and yield Starting materials: O=C([O-])O, COc1cc(C(=O)Cl)cc(OC)c1OC, Cl, [Na+], C1CCOC1, O, O=C(O)C1(c2ccccc2)CCN(CCC2(c3ccc(Cl)c(Cl)c3)CCNC2)CC1. Yields the product COc1cc(C(=O)N2CCC(CCN3CCC(C(=O)O)(c4ccccc4)CC3)(c3ccc(Cl)c(Cl)c3)C2)cc(OC)c1OC. RXN SMILES: [C:31](=[O:32])([OH:33])[O-:34].[CH3:36][O:37][c:38]1[cH:39][c:40]([C:41](=[O:42])[Cl:43])[cH:44][c:45]([O:49][CH3:50])[c:46]1[O:47][CH3:48].[ClH:51].[Na+:35].[O:52]1[CH2:53][CH2:54][CH2:55][CH2:56]1.[OH2:57].[c:1]1([C:7]2([C:28](=[O:29])[OH:30])[CH2:8][CH2:9][N:10]([CH2:13][CH2:14][C:15]3([c:20]4[cH:21][c:22]([Cl:27])[c:23]([Cl:26])[cH:24][cH:25]4)[CH2:16][NH:17][CH2:18][CH2:19]3)[CH2:11][CH2:12]2)[cH:2][cH:3][cH:4][cH:5][cH:6]1>>[c:1]1([C:7]2([C:28](=[O:29])[OH:30])[CH2:8][CH2:9][N:10]([CH2:13][CH2:14][C:15]3([c:20]4[cH:21][c:22]([Cl:27])[c:23]([Cl:26])[cH:24][cH:25]4)[CH2:16][N:17]([C:41]([c:40]4[cH:39][c:38]([O:37][CH3:36])[c:46]([O:47][CH3:48])[c:45]([O:49][CH3:50])[cH:44]4)=[O:42])[CH2:18][CH2:19]3)[CH2:11][CH2:12]2)[cH:2][cH:3][cH:4][cH:5][cH:6]1. Reactants: C, CCOC(=O)c1cc2cccc([N+](=O)[O-])c2n1COC, CCO, C1CCOC1, [Pd]. Yields the product CCOC(=O)c1cc2cccc(N)c2n1COC. Reaction SMILES: [C:24].[CH3:1][O:2][CH2:3][n:4]1[c:5]([C:16](=[O:17])[O:18][CH2:19][CH3:20])[cH:6][c:7]2[cH:8][cH:9][cH:10][c:11]([N+:13]([O-:14])=[O:15])[c:12]12.[CH3:21][CH2:22][OH:23].[O:26]1[CH2:27][CH2:28][CH2:29][CH2:30]1.[Pd:25]>>[CH3:1][O:2][CH2:3][n:4]1[c:5]([C:16](=[O:17])[O:18][CH2:19][CH3:20])[cH:6][c:7]2[cH:8][cH:9][cH:10][c:11]([NH2:13])[c:12]12. Reactants: C(C(C)C)OC1CCC=CCCC=CCCC1O (12-isobutoxy-4,8-cyclododecadien-1-ol), C=1C=C[NH+]=CC1.[O-][Cr](=O)(=O)Cl (PCC). The solvent is ClCCl (dichloromethane). Product: C(C(C)C)OC1CCC=CCCC=CCCC1=O (12-isobutoxy-4,8-cyclododecadien-1-one). Isolated yield 73.4%. As a reaction SMILES: [CH2:1]([O:5][CH:6]1[CH:17]([OH:18])[CH2:16][CH2:15][CH:14]=[CH:13][CH2:12][CH2:11][CH:10]=[CH:9][CH2:8][CH2:7]1)[CH:2]([CH3:4])[CH3:3].C1C=C[NH+]=CC=1.[O-][Cr](Cl)(=O)=O>ClCCl>[CH2:1]([O:5][CH:6]1[C:17](=[O:18])[CH2:16][CH2:15][CH:14]=[CH:13][CH2:12][CH2:11][CH:10]=[CH:9][CH2:8][CH2:7]1)[CH:2]([CH3:4])[CH3:3] |f:1.2|. Reported procedure: 4.71 g of 12-isobutoxy-4,8-cyclododecadien-1-ol were dissolved in 50 ml of dichloromethane and 8 g of diatomaceous earth were added to this solution, in suspension. After stirring, 8.05 g of PCC were added in small portions, the reaction mixture having been kept under stirring, at room temperature, for 2 h. Afterwards, the chromium salts were precipitated with ethyl ether and the reaction mixture was filtered on SiO2 and concentrated. Distillation in a bulb-to-bulb apparatus gave 3.43 g of 12-is... Run at time 30 minute. Run in CO (MeOH). Yield: 82.0%. Starting materials: CN1N=CC=2C1=C1OC(=C(C(C1=CC2)=O)C=2C=CC(=NC2)C2(CCC2)NS(=O)C(C)(C)C)C2=CC=CC=C2 (2-methyl-propane-2-sulfinic acid {1-[5-(1-methyl-6-oxo-8-phenyl-1,6-dihydro-9-oxa-1,2-diaza-cyclopenta[a]naphthalen-7-yl)-pyridin-2-yl]-cyclobutyl}-amide), Cl (HCl), O1CCOCC1 (dioxane). Reaction SMILES: [CH3:1][N:2]1[C:6]2=[C:7]3[C:12](=[CH:13][CH:14]=[C:5]2[CH:4]=[N:3]1)[C:11](=[O:15])[C:10]([C:16]1[CH:17]=[CH:18][C:19]([C:22]2([NH:26]S(C(C)(C)C)=O)[CH2:25][CH2:24][CH2:23]2)=[N:20][CH:21]=1)=[C:9]([C:33]1[CH:38]=[CH:37][CH:36]=[CH:35][CH:34]=1)[O:8]3.[ClH:39].O1CCOCC1>CO>[ClH:39].[NH2:26][C:22]1([C:19]2[N:20]=[CH:21][C:16]([C:10]3[C:11](=[O:15])[C:12]4[C:7]([O:8][C:9]=3[C:33]3[CH:38]=[CH:37][CH:36]=[CH:35][CH:34]=3)=[C:6]3[N:2]([CH3:1])[N:3]=[CH:4][C:5]3=[CH:14][CH:13]=4)=[CH:17][CH:18]=2)[CH2:25][CH2:24][CH2:23]1 |f:4.5|. Procedure details: To a solution of 2-methyl-propane-2-sulfinic acid {1-[5-(1-methyl-6-oxo-8-phenyl-1,6-dihydro-9-oxa-1,2-diaza-cyclopenta[a]naphthalen-7-yl)-pyridin-2-yl]-cyclobutyl}-amide (34 mg, 0.0645 mmol) in MeOH (6 mL) was added a solution of HCl in dioxane (4 M, 0.32 mL, 1.28 mmol). The reaction mixture was stirred at RT for 30 min before evaporating to dryness. The resulting residue was dissolved in a mixture of MeOH (1 mL), water (4 mL) and then chromatographed on a 5 g C18 cartridge {gradient 20 to 60% ... Product: Cl.NC1(CCC1)C1=CC=C(C=N1)C=1C(C2=CC=C3C(=C2OC1C1=CC=CC=C1)N(N=C3)C)=O (7-[6-(1-Amino-cyclobutyl)-pyridin-3-yl]-1-methyl-8-phenyl-1H-9-oxa-1,2-diaza-cyclopenta[a]naphthalen-6-one hydrochloride).